Dataset: the Open Reaction Database (ORD), a public repository of structured organic reaction records. Task: describe an organic reaction: reactants, conditions, products, and yield The reactants are C1CCOC1, Cl, CN(c1ccc(F)cc1)C(C(=O)O)c1ccccc1, OC1CN2CCC1CC2, On1nnc2ccccc21. The product is CN(c1ccc(F)cc1)C(C(=O)OC1CN2CCC1CC2)c1ccccc1. RXN SMILES: [CH2:40]1[O:41][CH2:42][CH2:43][CH2:44]1.[ClH:11].[F:12][c:13]1[cH:14][cH:15][c:16]([N:19]([CH3:20])[CH:21]([C:22](=[O:23])[OH:24])[c:25]2[cH:26][cH:27][cH:28][cH:29][cH:30]2)[cH:17][cH:18]1.[N:31]12[CH2:32][CH:33]([OH:39])[CH:34]([CH2:35][CH2:36]1)[CH2:37][CH2:38]2.[OH:1][n:2]1[c:3]2[c:4]([cH:5][cH:6][cH:7][cH:8]2)[n:9][n:10]1>>[F:12][c:13]1[cH:14][cH:15][c:16]([N:19]([CH3:20])[CH:21]([C:22]([O:23][CH:33]2[CH2:32][N:31]3[CH2:36][CH2:35][CH:34]2[CH2:37][CH2:38]3)=[O:24])[c:25]2[cH:26][cH:27][cH:28][cH:29][cH:30]2)[cH:17][cH:18]1. Reactants: C, CO, [H][H], [Pd], CCc1cnccc1C(C)CC(C)=Cc1ccccc1. Product: CCc1cnccc1C(C)CC(C)Cc1ccccc1. Reaction SMILES: [C:25].[CH3:23][OH:24].[H:21][H:22].[Pd:26].[c:1]1([CH:7]=[C:8]([CH2:9][CH:10]([CH3:11])[c:12]2[c:13]([CH2:18][CH3:19])[cH:14][n:15][cH:16][cH:17]2)[CH3:20])[cH:2][cH:3][cH:4][cH:5][cH:6]1>>[c:1]1([CH2:7][CH:8]([CH2:9][CH:10]([CH3:11])[c:12]2[c:13]([CH2:18][CH3:19])[cH:14][n:15][cH:16][cH:17]2)[CH3:20])[cH:2][cH:3][cH:4][cH:5][cH:6]1. Reactants: [Li].C[Cu]C (dimethyl copper lithium), O(C1=CC=CC=C1)C=1C=C(C=CC1)C(CC(=O)Cl)C (3-(m-phenoxyphenyl)-butyryl chloride), CO (Methanol), C(C(=O)Cl)(=O)Cl (oxalyl chloride). Solvent: CCOCC (ether), O (water), C1=CC=CC=C1 (benzene), CCOCC (ether). Conditions: temperature -70 celsius, time 15 minute. The product is O(C1=CC=CC=C1)C=1C=C(C=CC1)C(CC(C)=O)C (4-(m-phenoxyphenyl)-2-pentanone). Reaction SMILES: [O:1]([C:8]1[CH:9]=[C:10]([CH:14]([CH3:19])[CH2:15][C:16](Cl)=[O:17])[CH:11]=[CH:12][CH:13]=1)[C:2]1[CH:7]=[CH:6][CH:5]=[CH:4][CH:3]=1.[C:20](Cl)(=O)C(Cl)=O.[Li].C[Cu]C.CO>C1C=CC=CC=1.CCOCC.O>[O:1]([C:8]1[CH:9]=[C:10]([CH:14]([CH3:19])[CH2:15][C:16](=[O:17])[CH3:20])[CH:11]=[CH:12][CH:13]=1)[C:2]1[CH:7]=[CH:6][CH:5]=[CH:4][CH:3]=1 |f:2.3,^1:25|. Reported procedure: A solution of 3-(m-phenoxyphenyl)-butyryl chloride (1 g.) (from the corresponding acid (1 g.) using excess oxalyl chloride in benzene) in ether (20 ml) was added dropwise to a solution of dimethyl copper lithium at -70° C under nitrogen (from methyl lithium (0.2 g.) and cuprous iodide (1 g.)) in ether (50 ml) and the mixture stirred a further 15 minutes at -70° C. Methanol was added to quench the reaction and the mixture was diluted with water, acidified and filtered through a pad of Kieselguhr.... Reactants: C(C)(C)(C)OC(=O)N[C@@H](C(C(=O)O)O)CCSC ((2RS,3R) 3-(tert-butoxycarbonylamino)-2-hydroxy-5-(methylthio)pentanoic acid), NCCC1=CC=NC=C1 (1-amino-2-(4-pyridyl)ethane). Yields the product N1=CC=C(C=C1)CCNC(C([C@@H](CCSC)N)O)=O ((2RS,3R)-N-(2-(4-pyridyl)ethyl)-3-amino-2-hydroxy-5-(methylthio)pentanamide). As a reaction SMILES: C(OC([NH:8][C@H:9]([CH2:15][CH2:16][S:17][CH3:18])[CH:10]([OH:14])[C:11]([OH:13])=O)=O)(C)(C)C.[NH2:19][CH2:20][CH2:21][C:22]1[CH:27]=[CH:26][N:25]=[CH:24][CH:23]=1>>[N:25]1[CH:26]=[CH:27][C:22]([CH2:21][CH2:20][NH:19][C:11](=[O:13])[CH:10]([OH:14])[C@H:9]([NH2:8])[CH2:15][CH2:16][S:17][CH3:18])=[CH:23][CH:24]=1. Procedure details: The product of example 3A and 1-amino-2-(4-pyridyl)ethane were processed as in example 2 to provide the title compound. Starting materials: CCOC(=O)c1nnn(Cc2ccc(OC)cc2)c1C(=O)c1ccc(OCOC)cc1[N+](=O)[O-], [Na+], C1CCOC1, [OH-]. Yields the product COCOc1ccc(C(=O)c2c(C(=O)O)nnn2Cc2ccc(OC)cc2)c([N+](=O)[O-])c1. Reaction SMILES: [CH3:1][O:2][c:3]1[cH:4][cH:5][c:6]([CH2:7][n:8]2[n:9][n:10][c:11]([C:28](=[O:29])[O:30][CH2:31][CH3:32])[c:12]2[C:13]([c:14]2[c:15]([N+:24](=[O:25])[O-:26])[cH:16][c:17]([O:20][CH2:21][O:22][CH3:23])[cH:18][cH:19]2)=[O:27])[cH:33][cH:34]1.[Na+:36].[O:37]1[CH2:38][CH2:39][CH2:40][CH2:41]1.[OH-:35]>>[CH3:1][O:2][c:3]1[cH:4][cH:5][c:6]([CH2:7][n:8]2[n:9][n:10][c:11]([C:28](=[O:29])[OH:30])[c:12]2[C:13]([c:14]2[c:15]([N+:24](=[O:25])[O-:26])[cH:16][c:17]([O:20][CH2:21][O:22][CH3:23])[cH:18][cH:19]2)=[O:27])[cH:33][cH:34]1. Reactants: O.[OH-].[Li+] (lithium hydroxide monohydrate), NC1=CC=C(C(=C1C(=O)OC)O)Br (methyl 6-amino-3-bromo-2-hydroxybenzoate), O.[OH-].[Li+] (lithium hydroxide monohydrate), O (water). The solvent is O1CCOCC1 (dioxane). Run at temperature 100 celsius. Yields the product NC1=CC=C(C(=C1C(=O)O)O)Br (6-amino-3-bromo-2-hydroxybenzoic acid). Isolated yield 121.9%. Reaction SMILES: [NH2:1][C:2]1[C:7]([C:8]([O:10]C)=[O:9])=[C:6]([OH:12])[C:5]([Br:13])=[CH:4][CH:3]=1.O.[OH-].[Li+].O>O1CCOCC1>[NH2:1][C:2]1[C:7]([C:8]([OH:10])=[O:9])=[C:6]([OH:12])[C:5]([Br:13])=[CH:4][CH:3]=1 |f:1.2.3|. Procedure details: A mixture of methyl 6-amino-3-bromo-2-hydroxybenzoate (prepared according to Wang et al, Bioorg Med Chem Lett, 2007, 17, 2817, 5.41 g) and lithium hydroxide monohydrate (9.23 g) was suspended in dioxane (100 mL) and water (100 mL) and heated at 80° C. overnight. The temperature was then increased to 100° C. for 4 hours. Further lithium hydroxide monohydrate (4.61 g) was added and the reaction mixture was heated at 100° C. for a further 1 hour. After cooling, the mixture was concentrated in vacuo... Starting materials: COC([C@@H](CO)C)=O ((R)-(-)-methyl-3-hydroxy-2-methylpropanoate), C(Cl)(Cl)(Cl)Cl (carbon tetrachloride), ClC(C(OCC1=CC=CC=C1)=N)(Cl)Cl (benzyl 2,2,2-trichloroacetimidate). The reagents and catalysts are FC(S(=O)(=O)O)(F)F (Trifluoromethanesulfonic acid). The solvent is C1CCCCC1 (cyclohexane). Conditions: time 16 hour. Yields the product C(C1=CC=CC=C1)OC[C@@H](C(=O)OC)C (Methyl (s)-3-benzyloxy-2-methylpropanoate). Yield: 73.9%. RXN SMILES: [CH3:1][O:2][C:3](=[O:8])[C@H:4]([CH3:7])[CH2:5][OH:6].C(Cl)(Cl)(Cl)Cl.ClC(Cl)(Cl)C(=N)O[CH2:18][C:19]1[CH:24]=[CH:23][CH:22]=[CH:21][CH:20]=1>FC(F)(F)S(O)(=O)=O.C1CCCCC1>[CH2:18]([O:6][CH2:5][C@H:4]([CH3:7])[C:3]([O:2][CH3:1])=[O:8])[C:19]1[CH:24]=[CH:23][CH:22]=[CH:21][CH:20]=1. Procedure details: An oven dried 1 L single-necked round bottom flask was equipped with a magnetic stir bar and then charged sequentially with 15.948 g (0.135 mol) of (R)-(-)-methyl-3-hydroxy-2-methylpropanoate, carbon tetrachloride (150 mL), cyclohexane (300 mL), and 35.796 g (0.142 mol) of benzyl 2,2,2-trichloroacetimidate. Trifluoromethanesulfonic acid (0.8 mL; 9.0 mmol) was added to the solution and the resulting mixture was stirred for 16 h at room temperature under an N2 atmosphere. The reaction mixture was ...